From a dataset of the Open Reaction Database (ORD), a public repository of structured organic reaction records. describe an organic reaction: reactants, conditions, products, and yield Starting materials: O (water), C([O-])([O-])=O.[Na+].[Na+] (sodium carbonate), CC1=C(C=CC(=C1)NC(=O)C)Br (4-bromo-3-methylacetanilide), ethylene glycol ester, C1(=CC=CC=C1)B(O)O (phenylboronic acid). Reagents/catalysts: Cl[Pd]([P](C1=CC=CC=C1)(C2=CC=CC=C2)C3=CC=CC=C3)([P](C4=CC=CC=C4)(C5=CC=CC=C5)C6=CC=CC=C6)Cl (PdCl2(PPh3)2). The solvent is CO (methanol), CO (methanol), CO (methanol). The product is CC1=C(C=CC(=C1)NC(=O)C)C1=CC=CC=C1 (2-methyl-4-acetaminobiphenyl). Reaction SMILES: C(=O)([O-])[O-].[Na+].[Na+].[CH3:7][C:8]1[CH:13]=[C:12]([NH:14][C:15]([CH3:17])=[O:16])[CH:11]=[CH:10][C:9]=1Br.[C:19]1(B(O)O)[CH:24]=[CH:23][CH:22]=[CH:21][CH:20]=1.O>CO.Cl[Pd](Cl)([P](C1C=CC=CC=1)(C1C=CC=CC=1)C1C=CC=CC=1)[P](C1C=CC=CC=1)(C1C=CC=CC=1)C1C=CC=CC=1>[CH3:7][C:8]1[CH:13]=[C:12]([NH:14][C:15]([CH3:17])=[O:16])[CH:11]=[CH:10][C:9]=1[C:19]1[CH:24]=[CH:23][CH:22]=[CH:21][CH:20]=1 |f:0.1.2,^1:33,52|. Procedure: 225 g of sodium carbonate and 0.15 g of PdCl2(PPh3)2 in 450 ml of methanol are heated to reflux temperature. A solution of 342 g of 4-bromo-3-methylacetanilide and 270 g of the ethylene glycol ester of phenylboronic acid in 225 ml of methanol, which has been heated to 50° C., is added dropwise over a period of 60 minutes. During the addition, methanol is distilled off in such an amount that the internal temperature can be kept at at least 85° C. After addition is complete, a further 0.1 g of the... Starting materials: CN(C/C=C/C(=O)N(C)[C@H](C(=O)NCCCC#CC=1C(=NC(=NC1)NC1=CC=C2C=NN(C2=C1)C(=O)OCC)NCCC)C)C ((S,E)-ethyl 6-((5-(5-(2-(4-(dimethylamino)-N-methyl-2-butenamido)propaneamido)-1-pentyn-1-yl)-4-(propylamino)pyrimidin-2-yl)amino)-1H-indazole-1-carboxylate), O1CCCC1 (tetrahydrofuran), [OH-].[Li+] (lithium hydroxide), O (water). Solvent: C(C)(=O)OCC (ethyl acetate). Run at time 30 minute. The product is N1N=CC2=CC=C(C=C12)NC1=NC=C(C(=N1)NCCC)C#CCCCNC([C@H](C)N(C(\C=C\CN(C)C)=O)C)=O ((S,E)-N-(1-((5-(2 -((1H-indazol-6-yl)amino)-4-(propylamino)pyrimidin-5-yl)-4-pentyn-1-yl)amino)-1-oxopropan-2-yl)-4-(dimethylamino)-N-methyl-2-butenamide). The yield is 64.1%. As a reaction SMILES: [CH3:1][N:2]([CH3:45])[CH2:3]/[CH:4]=[CH:5]/[C:6]([N:8]([C@@H:10]([CH3:44])[C:11]([NH:13][CH2:14][CH2:15][CH2:16][C:17]#[C:18][C:19]1[C:20]([NH:40][CH2:41][CH2:42][CH3:43])=[N:21][C:22]([NH:25][C:26]2[CH:34]=[C:33]3[C:29]([CH:30]=[N:31][N:32]3C(OCC)=O)=[CH:28][CH:27]=2)=[N:23][CH:24]=1)=[O:12])[CH3:9])=[O:7].O1CCCC1.[OH-].[Li+].O>C(OCC)(=O)C>[NH:32]1[C:33]2[C:29](=[CH:28][CH:27]=[C:26]([NH:25][C:22]3[N:21]=[C:20]([NH:40][CH2:41][CH2:42][CH3:43])[C:19]([C:18]#[C:17][CH2:16][CH2:15][CH2:14][NH:13][C:11](=[O:12])[C@@H:10]([N:8]([CH3:9])[C:6](=[O:7])/[CH:5]=[CH:4]/[CH2:3][N:2]([CH3:1])[CH3:45])[CH3:44])=[CH:24][N:23]=3)[CH:34]=2)[CH:30]=[N:31]1 |f:2.3|. Reported procedure: To (S,E)-ethyl 6-((5-(5-(2-(4-(dimethylamino)-N-methyl-2-butenamido)propaneamido)-1-pentyn-1-yl)-4-(propylamino)pyrimidin-2-yl)amino)-1H-indazole-1-carboxylate (21-23, 17.3 mg), tetrahydrofuran (1.0 mL) and 1.0 mol/L aqueous lithium hydroxide (1.0 mL) were added at room temperature, and the mixture was stirred at the same temperature for 30 minutes. To the reaction mixture, water and ethyl acetate were added. The organic layer was separated, washed with saturated aqueous sodium chloride, and the...